From a dataset of the Open Reaction Database (ORD), a public repository of structured organic reaction records. describe an organic reaction: reactants, conditions, products, and yield The reactants are BrC=1C=CC2=C(NC(CC(=N2)C2=CN=NC=C2)=O)C1 (8-bromo-4-(pyridazin-4-yl)-1H-benzo[b][1,4]diazepin-2(3H)-one), FC1=C(C=CC=C1)B(O)O (2-fluorophenylboronic acid). Product: FC1=C(C=CC=C1)C=1C=CC2=C(NC(CC(=N2)C2=CN=NC=C2)=O)C1 (8-(2-Fluorophenyl)-4-(pyridazin-4-yl)-1H-benzo[b][1,4]diazepin-2(3H)-one), solid. Isolated yield 67.0%. As a reaction SMILES: Br[C:2]1[CH:3]=[CH:4][C:5]2[N:11]=[C:10]([C:12]3[CH:17]=[CH:16][N:15]=[N:14][CH:13]=3)[CH2:9][C:8](=[O:18])[NH:7][C:6]=2[CH:19]=1.[F:20][C:21]1[CH:26]=[CH:25][CH:24]=[CH:23][C:22]=1B(O)O>>[F:20][C:21]1[CH:26]=[CH:25][CH:24]=[CH:23][C:22]=1[C:2]1[CH:3]=[CH:4][C:5]2[N:11]=[C:10]([C:12]3[CH:17]=[CH:16][N:15]=[N:14][CH:13]=3)[CH2:9][C:8](=[O:18])[NH:7][C:6]=2[CH:19]=1. Procedure details: The title compound was prepared from 8-bromo-4-(pyridazin-4-yl)-1H-benzo[b][1,4]diazepin-2(3H)-one (Example 1; 1 mmol) and commercial available 2-fluorophenylboronic acid (CAS-No: 1993-03-9; 1.5 mmol) according to the general procedure G. Obtained as a yellow solid (67%), MS (EI) 333 [(M+1)+]. As a reaction SMILES: [CH3:17][OH:18].[CH3:2][O:3][CH2:4][O:5][c:6]1[cH:7][c:8]([CH:12]([CH2:13][NH:14][CH3:15])[OH:16])[cH:9][cH:10][cH:11]1.[ClH:1]>>[OH:5][c:6]1[cH:7][c:8]([CH:12]([CH2:13][NH:14][CH3:15])[OH:16])[cH:9][cH:10][cH:11]1. The product is CNCC(O)c1cccc(O)c1. Starting materials: CO, CNCC(O)c1cccc(OCOC)c1, Cl. Yields the product COc1ccc(-c2cccc3[nH]c(C(=O)NC4CCN(CC(C)N5CCC(O)CC5)CC4)cc23)cc1. The reactants are COc1ccc(-c2cccc3[nH]c(C(=O)O)cc23)cc1, Cl, Cl, Cl, CC(CN1CCC(N)CC1)N1CCC(O)CC1. As a reaction SMILES: [CH3:1][O:2][c:3]1[cH:4][cH:5][c:6](-[c:9]2[c:10]3[cH:11][c:12]([C:18](=[O:19])[OH:20])[nH:13][c:14]3[cH:15][cH:16][cH:17]2)[cH:7][cH:8]1.[ClH:21].[ClH:22].[ClH:23].[NH2:24][CH:25]1[CH2:26][CH2:27][N:28]([CH2:31][CH:32]([CH3:33])[N:34]2[CH2:35][CH2:36][CH:37]([OH:40])[CH2:38][CH2:39]2)[CH2:29][CH2:30]1>>[CH3:1][O:2][c:3]1[cH:4][cH:5][c:6](-[c:9]2[c:10]3[cH:11][c:12]([C:18](=[O:19])[NH:24][CH:25]4[CH2:26][CH2:27][N:28]([CH2:31][CH:32]([CH3:33])[N:34]5[CH2:35][CH2:36][CH:37]([OH:40])[CH2:38][CH2:39]5)[CH2:29][CH2:30]4)[nH:13][c:14]3[cH:15][cH:16][cH:17]2)[cH:7][cH:8]1. As a reaction SMILES: Br[CH2:2][CH2:3][CH2:4][NH:5][C:6](=[O:16])[C:7]1[CH:12]=[CH:11][CH:10]=[CH:9][C:8]=1[N+:13]([O-:15])=[O:14].[NH:17]1[CH:21]=[N:20][N:19]=[N:18]1>CN(C)C=O>[NH:20]1[CH:21]=[N:17][NH:18][N:19]1[CH2:2][CH2:3][CH2:4][NH:5][C:6](=[O:16])[C:7]1[CH:12]=[CH:11][CH:10]=[CH:9][C:8]=1[N+:13]([O-:15])=[O:14]. The yield is 18.2%. Yields the product N1N(NN=C1)CCCNC(C1=C(C=CC=C1)[N+](=O)[O-])=O (N-[3-(1H-Tetrazol-2-yl)propyl]-2-nitrobenzamide). Conditions: temperature 50 celsius. Procedure details: A solution of 24.5 g (0.085 mol) of N-(3-bromopropyl)-2-nitrobenzamide in 75 ml of dimethylformamide was slowly added to a solution of 7.00 g (0.10 mol) of tetrazole. The resulting solution was heated to 50° C. and allowed to react overnight. When the reaction was complete, as determined by thin layer chromatography, most of the dimethylformamide was removed under reduced pressure. The resultant residue was diluted with water, causing a precipitate to form. The precipitate was isolated by filtra... The reactants are BrCCCNC(C1=C(C=CC=C1)[N+](=O)[O-])=O (N-(3-bromopropyl)-2-nitrobenzamide), N1N=NN=C1 (tetrazole). The solvent is CN(C=O)C (dimethylformamide), CN(C=O)C (dimethylformamide). Starting materials: Cl.CNOC (N,O-dimethylhydroxylamine hydrochloride), ClC=1C=CC=2N(C1)C=C(N2)C(=O)O (6-chloroimidazo[1,2-a]pyridine-2-carboxylic acid), Cl.CN(CCCN=C=NCC)C (1-(3-dimethylaminopropyl)-3-ethylcarbodiimide hydrochloride), ON1N=NC2=C1C=CC=C2 (1-hydroxybenzotriazole). The solvent is ClCCl (dichloromethane), C(C)N(CC)CC (triethylamine), ClCCl (dichloromethane), O (water). Reaction conditions: time 20 minute. Yields the product CON(C(=O)C=1N=C2N(C=C(C=C2)Cl)C1)C (N-methoxy-N-methyl-6-chloroimidazo[1,2-a]pyridine-2-carboxamide). The yield is 62.8%. RXN SMILES: [Cl:1][C:2]1[CH:3]=[CH:4][C:5]2[N:6]([CH:8]=[C:9]([C:11]([OH:13])=O)[N:10]=2)[CH:7]=1.Cl.CN(C)CCCN=C=NCC.ON1C2C=CC=CC=2N=N1.Cl.[CH3:37][NH:38][O:39][CH3:40]>ClCCl.O.C(N(CC)CC)C>[CH3:40][O:39][N:38]([CH3:37])[C:11]([C:9]1[N:10]=[C:5]2[CH:4]=[CH:3][C:2]([Cl:1])=[CH:7][N:6]2[CH:8]=1)=[O:13] |f:1.2,4.5|. Procedure: To a solution of 0.784 g of 6-chloroimidazo[1,2-a]pyridine-2-carboxylic acid in 12 mL of dichloromethane are added 1.67 mL of triethylamine, 1.53 g of 1-(3-dimethylaminopropyl)-3-ethylcarbodiimide hydrochloride and 1.08 g of 1-hydroxybenzotriazole. The reaction mixture is stirred for 20 minutes at room temperature. 0.39 g of N,O-dimethylhydroxylamine hydrochloride is added. The reaction mixture is stirred for 4 hours at room temperature. 60 mL of dichloromethane and 30 mL of water are added. Aft... The reactants are FC=1C=CC(=C(C1)C(CC(CN1C=C(C(C2=CC=CC=C12)=O)CO)(C(F)(F)F)O)(C)C)OC (1-[4-(5-fluoro-2-methoxyphenyl)-2-hydroxy-4-methyl-2-trifluoromethylpentyl]-3-hydroxymethyl-1H-quinolin-4-one), CI (methyl iodide). Reagents/catalysts: [Ag-]=O (silver(I) oxide). The solvent is C(C)#N (acetonitrile). Conditions: temperature 50 celsius. Yields the product FC=1C=CC(=C(C1)C(CC(CN1C=C(C(C2=CC=CC=C12)=O)COC)(C(F)(F)F)O)(C)C)OC (1-[4-(5-fluoro-2-methoxyphenyl)-2-hydroxy-4-methyl-2-trifluoromethylpentyl]-3-methoxymethyl-1H-quinolin-4-one). As a reaction SMILES: [F:1][C:2]1[CH:3]=[CH:4][C:5]([O:32][CH3:33])=[C:6]([C:8]([CH3:31])([CH3:30])[CH2:9][C:10]([OH:29])([C:25]([F:28])([F:27])[F:26])[CH2:11][N:12]2[C:21]3[C:16](=[CH:17][CH:18]=[CH:19][CH:20]=3)[C:15](=[O:22])[C:14]([CH2:23][OH:24])=[CH:13]2)[CH:7]=1.[CH3:34]I>C(#N)C.[Ag-]=O>[F:1][C:2]1[CH:3]=[CH:4][C:5]([O:32][CH3:33])=[C:6]([C:8]([CH3:30])([CH3:31])[CH2:9][C:10]([OH:29])([C:25]([F:27])([F:28])[F:26])[CH2:11][N:12]2[C:21]3[C:16](=[CH:17][CH:18]=[CH:19][CH:20]=3)[C:15](=[O:22])[C:14]([CH2:23][O:24][CH3:34])=[CH:13]2)[CH:7]=1. Procedure details: To a suspension of 1-[4-(5-fluoro-2-methoxyphenyl)-2-hydroxy-4-methyl-2-trifluoromethylpentyl]-3-hydroxymethyl-1H-quinolin-4-one (51.5 mg) and silver(I) oxide (127 mg) in acetonitrile (3 mL) was added methyl iodide (68.5 p-L). After heating at 50° C. for 15 hours, the reaction mixture was filtered and concentrated in vacuo. The residue was purified by column chromatography with silica gel (eluted with 50%-70% ethyl acetate-hexanes) to give the title compound as a white solid (37.5 mg). Starting materials: O=CO, CC=O, CC(C)c1ccc(C(N)=O)cc1, c1ccsc1. The product is CC(C)c1ccc(C(=O)NC(C)c2cccs2)cc1. As a reaction SMILES: [CH:21]([OH:22])=[O:23].[CH:6]([CH3:7])=[O:8].[CH:9]([CH3:10])([CH3:11])[c:12]1[cH:13][cH:14][c:15]([C:16](=[O:17])[NH2:18])[cH:19][cH:20]1.[cH:1]1[cH:2][cH:3][s:4][cH:5]1>>[cH:1]1[cH:2][c:3]([CH:6]([CH3:7])[NH:18][C:16]([c:15]2[cH:14][cH:13][c:12]([CH:9]([CH3:10])[CH3:11])[cH:20][cH:19]2)=[O:17])[s:4][cH:5]1. Starting materials: CO, CC(C)Cc1cnc(N)c([N+](=O)[O-])c1. Product: CC(C)Cc1cnc(N)c(N)c1. As a reaction SMILES: [CH3:15][OH:16].[NH2:1][c:2]1[n:3][cH:4][c:5]([CH2:11][CH:12]([CH3:13])[CH3:14])[cH:6][c:7]1[N+:8]([O-:9])=[O:10]>>[NH2:1][c:2]1[n:3][cH:4][c:5]([CH2:11][CH:12]([CH3:13])[CH3:14])[cH:6][c:7]1[NH2:8]. Reactants: [OH-].[Na+] (sodium hydroxide), O.Cl.Cl.C(C1=CC=CC=C1)N1CC(OCC1)CNC1=CC(=CC=C1)OC (4-benzyl-2-(3-methoxyanilino)methylmorpholine dihydrochloride monohydrate), [H][H] (hydrogen), [H][H] (hydrogen), CO (methanol). Reagents/catalysts: [Pd] (palladium/carbon). Product: C(C(=O)O)(=O)O.COC=1C=C(NCC2CNCCO2)C=CC1 (2-(3-methoxyanilino)methylmorpholine oxalate). As a reaction SMILES: [OH2:1].Cl.Cl.C([N:11]1[CH2:16][CH2:15][O:14][CH:13]([CH2:17][NH:18][C:19]2[CH:24]=[CH:23][CH:22]=[C:21]([O:25][CH3:26])[CH:20]=2)[CH2:12]1)C1C=CC=CC=1.[H][H].[OH-:29].[Na+].C[OH:32]>[Pd]>[C:21]([OH:25])(=[O:32])[C:22]([OH:29])=[O:1].[CH3:26][O:25][C:21]1[CH:20]=[C:19]([CH:24]=[CH:23][CH:22]=1)[NH:18][CH2:17][CH:13]1[O:14][CH2:15][CH2:16][NH:11][CH2:12]1 |f:0.1.2.3,5.6,9.10|. Reported procedure: A solution of 4-benzyl-2-(3-methoxyanilino)methylmorpholine dihydrochloride monohydrate (2.0 g.) in methanol (50 ml.) is shaken in an atmosphere of hydrogen in the presence of 5% palladium/carbon catalyst until a molar equivalent of hydrogen has been absorbed. The solution is filtered, the methanol evaporated and the residue dissolved in water and the solution thus obtained is basified with dilute sodium hydroxide solution. The mixture is extracted with ether (3 × 100 ml.) and the ethereal solut... Starting materials: C1CCOC1, [I-], [K+], CN(C)C=O, OC1CCCC1NC(c1ccccc1)(c1ccccc1)c1ccccc1, BrCc1ccc(-c2nc3ccccc3o2)cc1. Product: c1ccc(C(NC2CCCC2OCc2ccc(-c3nc4ccccc4o3)cc2)(c2ccccc2)c2ccccc2)cc1. As a reaction SMILES: [CH2:46]1[O:47][CH2:48][CH2:49][CH2:50]1.[I-:45].[K+:44].[O:51]=[CH:52][N:53]([CH3:54])[CH3:55].[c:1]1([C:7]([c:8]2[cH:9][cH:10][cH:11][cH:12][cH:13]2)([c:14]2[cH:15][cH:16][cH:17][cH:18][cH:19]2)[NH:20][CH:21]2[CH:22]([OH:26])[CH2:23][CH2:24][CH2:25]2)[cH:2][cH:3][cH:4][cH:5][cH:6]1.[o:27]1[c:28](-[c:36]2[cH:37][cH:38][c:39]([CH2:40][Br:41])[cH:42][cH:43]2)[n:29][c:30]2[c:31]1[cH:32][cH:33][cH:34][cH:35]2>>[c:1]1([C:7]([c:8]2[cH:9][cH:10][cH:11][cH:12][cH:13]2)([c:14]2[cH:15][cH:16][cH:17][cH:18][cH:19]2)[NH:20][CH:21]2[CH:22]([O:26][CH2:40][c:39]3[cH:38][cH:37][c:36](-[c:28]4[o:27][c:31]5[c:30]([n:29]4)[cH:35][cH:34][cH:33][cH:32]5)[cH:43][cH:42]3)[CH2:23][CH2:24][CH2:25]2)[cH:2][cH:3][cH:4][cH:5][cH:6]1.